From a dataset of the Open Reaction Database (ORD), a public repository of structured organic reaction records. describe an organic reaction: reactants, conditions, products, and yield Reactants: CSC=1S\C(\C(N1)=O)=C/C=1C=C2C=CC=NC2=CC1 (2-methylsulfanyl-5-[1-quinolin-6-yl-meth-(Z)-ylidene]-thiazol-4-one), CS(=O)(=O)C1=CC=C(C=C1)C(C)N (1-(4-methanesulfonyl-phenyl)-ethylamine), CCN(C(C)C)C(C)C (DIEA). Yields the product CS(=O)(=O)C1=CC=C(C=C1)C(C)NC=1S\C(\C(N1)=O)=C/C=1C=C2C=CC=NC2=CC1 (2-[1-(4-methanesulfonyl-phenyl)-ethylamino]-5-[1-quinolin-6-yl-meth-(Z)-ylidene]-thiazol-4-one). Reaction SMILES: CS[C:3]1[S:4]/[C:5](=[CH:9]\[C:10]2[CH:11]=[C:12]3[C:17](=[CH:18][CH:19]=2)[N:16]=[CH:15][CH:14]=[CH:13]3)/[C:6](=[O:8])[N:7]=1.[CH3:20][S:21]([C:24]1[CH:29]=[CH:28][C:27]([CH:30]([NH2:32])[CH3:31])=[CH:26][CH:25]=1)(=[O:23])=[O:22].CCN(C(C)C)C(C)C>>[CH3:20][S:21]([C:24]1[CH:29]=[CH:28][C:27]([CH:30]([NH:32][C:3]2[S:4]/[C:5](=[CH:9]\[C:10]3[CH:11]=[C:12]4[C:17](=[CH:18][CH:19]=3)[N:16]=[CH:15][CH:14]=[CH:13]4)/[C:6](=[O:8])[N:7]=2)[CH3:31])=[CH:26][CH:25]=1)(=[O:22])=[O:23]. Procedure: Similar procedure as described in example 1b was used, starting from 2-methylsulfanyl-5-[1-quinolin-6-yl-meth-(Z)-ylidene]-thiazol-4-one, 1-(4-methanesulfonyl-phenyl)-ethylamine and DIEA to give 2-[1-(4-methanesulfonyl-phenyl)-ethylamino]-5-[1-quinolin-6-yl-meth-(Z)-ylidene]-thiazol-4-one. LC-MS m/e 438 (MH+). Starting materials: O=C(O)Cc1ccc2c(c1)OCO2, Nc1ccc(Cl)cc1. Reagents/catalysts: CCN=C=NCCCN(C)C.Cl (EDC-HCl), CCN(C(C)C)C(C)C (DIPEA), C1CC(=O)N(C1=O)O (N-Hydroxysuccinimide). Solvent: CN(C)C=O (DMF), CN(C)C=O (DMF), CN(C)C=O (DMF), CN(C)C=O (DMF), CN(C)C=O (DMF), CN(C)C=O (DMF). Reaction conditions: temperature 25 celsius, time 2 hour. Yields the product O=C(Cc1ccc2c(c1)OCO2)Nc1ccc(Cl)cc1. Isolated yield 3.1%. RXN SMILES: Nc1ccc(Cl)cc1.O=C(O)Cc1ccc2c(c1)OCO2.CCN=C=NCCCN(C)C.Cl.C1CC(=O)N(C1=O)O.CCN(C(C)C)C(C)C.CN(C)C=O>>O=C(Cc1ccc2c(c1)OCO2)Nc1ccc(Cl)cc1. Reactants: N[C@H](CCSC)C(=O)O (D-methionine), S(=O)(=O)(C1=CC=C(C)C=C1)Cl (tosyl chloride), (R)-azetidine alcohol, N[C@H](CCSC)C(=O)O (D-methionine). The solvent is [OH-].[Na+] (sodium hydroxide). Yields the product S(=O)(=O)(C1=CC=C(C)C=C1)N[C@H](CCSC)C(=O)O (N-tosyl-D-methionine). RXN SMILES: [NH2:1][C@@H:2]([C:7]([OH:9])=[O:8])[CH2:3][CH2:4][S:5][CH3:6].[S:10](Cl)([C:13]1[CH:19]=[CH:18][C:16]([CH3:17])=[CH:15][CH:14]=1)(=[O:12])=[O:11]>[OH-].[Na+]>[S:10]([NH:1][C@@H:2]([C:7]([OH:9])=[O:8])[CH2:3][CH2:4][S:5][CH3:6])([C:13]1[CH:19]=[CH:18][C:16]([CH3:17])=[CH:15][CH:14]=1)(=[O:12])=[O:11] |f:2.3|. Reported procedure: In Scheme 2, preparing enantiomerically pure (R)-azetidine alcohol 1 (R=Cbz) from D-methionine is as described in Abreo, et al., op. cit. First, D-methionine in aqueous sodium hydroxide solution is treated with tosyl chloride to form N-tosyl-D-methionine, which is treated with MeI followed by 1N sodium hydroxide to afford α-(N-p-tosylamino)-γ-butyrolactone according to the method of Sugano and Miyoshi, Bull. Chem. Soc. Japan, 1973, 46, 669. Further conversion to azetidine-2-carboxylic acid is ca... Yields the product CCOC(=O)C=C(N)C1(c2ccc(Cl)cc2)CCC1. Reactants: CCOC(=O)CBr, O=C([O-])[O-], CCC(Br)C(=O)[O-], N#CC1(c2ccc(Cl)cc2)CCC1, [K+], [K+], C1CCOC1, [Zn]. Reaction SMILES: [Br:21][CH2:22][C:23](=[O:24])[O:25][CH2:26][CH3:27].[C:28](=[O:29])([O-:30])[O-:31].[CH2:1]([CH:2]([Br:3])[C:4]([O-:5])=[O:6])[CH3:7].[Cl:8][c:9]1[cH:10][cH:11][c:12]([C:15]2([C:19]#[N:20])[CH2:16][CH2:17][CH2:18]2)[cH:13][cH:14]1.[K+:32].[K+:33].[O:34]1[CH2:35][CH2:36][CH2:37][CH2:38]1.[Zn:39]>>[Cl:8][c:9]1[cH:10][cH:11][c:12]([C:15]2([C:19]([NH2:20])=[CH:22][C:23](=[O:24])[O:25][CH2:26][CH3:27])[CH2:16][CH2:17][CH2:18]2)[cH:13][cH:14]1. Reactants: COc1cc(C)c(Br)c(C)n1, COCCOC, CCOC(=O)c1cnn(C2CCOC2)c1-c1cc(F)c(B2OC(C)(C)C(C)(C)O2)cc1F, F, [K], O, c1ccc(P(c2ccccc2)(c2ccccc2)[Pd](P(c2ccccc2)(c2ccccc2)c2ccccc2)(P(c2ccccc2)(c2ccccc2)c2ccccc2)P(c2ccccc2)(c2ccccc2)c2ccccc2)cc1. Product: CCOC(=O)c1cnn(C2CCOC2)c1-c1cc(F)c(-c2c(C)cc(OC)nc2C)cc1F. RXN SMILES: [Br:33][c:34]1[c:35]([CH3:43])[n:36][c:37]([O:41][CH3:42])[cH:38][c:39]1[CH3:40].[CH3:46][O:47][CH2:48][CH2:49][O:50][CH3:51].[F:1][c:2]1[c:3](-[c:18]2[c:19]([C:28](=[O:29])[O:30][CH2:31][CH3:32])[cH:20][n:21][n:22]2[CH:23]2[CH2:24][O:25][CH2:26][CH2:27]2)[cH:4][c:5]([F:17])[c:6]([B:8]2[O:9][C:10]([CH3:11])([CH3:12])[C:13]([CH3:14])([CH3:15])[O:16]2)[cH:7]1.[FH:44].[K:45].[OH2:52].[cH:53]1[cH:54][cH:55][c:56]([P:57]([Pd:58]([P:59]([c:60]2[cH:61][cH:62][cH:63][cH:64][cH:65]2)([c:66]2[cH:67][cH:68][cH:69][cH:70][cH:71]2)[c:72]2[cH:73][cH:74][cH:75][cH:76][cH:77]2)([P:78]([c:79]2[cH:80][cH:81][cH:82][cH:83][cH:84]2)([c:85]2[cH:86][cH:87][cH:88][cH:89][cH:90]2)[c:91]2[cH:92][cH:93][cH:94][cH:95][cH:96]2)[P:97]([c:98]2[cH:99][cH:100][cH:101][cH:102][cH:103]2)([c:104]2[cH:105][cH:106][cH:107][cH:108][cH:109]2)[c:110]2[cH:111][cH:112][cH:113][cH:114][cH:115]2)([c:116]2[cH:117][cH:118][cH:119][cH:120][cH:121]2)[c:122]2[cH:123][cH:124][cH:125][cH:126][cH:127]2)[cH:128][cH:129]1>>[F:1][c:2]1[c:3](-[c:18]2[c:19]([C:28](=[O:29])[O:30][CH2:31][CH3:32])[cH:20][n:21][n:22]2[CH:23]2[CH2:24][O:25][CH2:26][CH2:27]2)[cH:4][c:5]([F:17])[c:6](-[c:34]2[c:35]([CH3:43])[n:36][c:37]([O:41][CH3:42])[cH:38][c:39]2[CH3:40])[cH:7]1. The reactants are O=C1NC=CC2=CC=C(C=C12)C(=O)OC (methyl 1-oxo-1,2-dihydroisoquinoline-7-carboxylate), [H-].[Na+] (sodium hydride), BrCCBr (1,2-dibromoethane). Solvent: CN(C)C=O (DMF), CN(C)C=O (DMF). Reaction conditions: time 30 minute. Product: BrCCN1C(C2=CC(=CC=C2C=C1)C(=O)OC)=O (methyl 2-(2-bromoethyl)-1-oxo-1,2-dihydroisoquinoline-7-carboxylate). Yield: 38.3%. As a reaction SMILES: [H-].[Na+].[O:3]=[C:4]1[C:13]2[C:8](=[CH:9][CH:10]=[C:11]([C:14]([O:16][CH3:17])=[O:15])[CH:12]=2)[CH:7]=[CH:6][NH:5]1.[Br:18][CH2:19][CH2:20]Br>CN(C=O)C>[Br:18][CH2:19][CH2:20][N:5]1[CH:6]=[CH:7][C:8]2[C:13](=[CH:12][C:11]([C:14]([O:16][CH3:17])=[O:15])=[CH:10][CH:9]=2)[C:4]1=[O:3] |f:0.1|. Reported procedure: To a stirred suspension of sodium hydride (60% in mineral oil, 0.81 g, 20.2 mmol) in DMF (30 mL) under an atmosphere of nitrogen was added methyl 1-oxo-1,2-dihydroisoquinoline-7-carboxylate (2.05 g, 10.1 mmol) in DMF (20 mL) dropwise. The mixture was stirred for 30 mins, then 1,2-dibromoethane (8.7 mL, 101 mmol) was added quickly and the resulting solution was stirred for 2 h. The reaction was quenched with water and extracted with EtOAc (2×). The combined organic phases were then washed with wa... The reactants are O=C[C@H](O)[C@@H](O)[C@H](O)[C@H](O)CO (glucose), O=C[C@H](O)[C@@H](O)[C@H](O)[C@H](O)CO (glucose), aqueous solution, O=C[C@H](O)[C@@H](O)[C@H](O)[C@H](O)CO (glucose), C(C)(=O)C=1C=C2C(=CN1)OC=C2 (5-acetylfuro[2,3-c]pyridine), O=C[C@H](O)[C@@H](O)[C@H](O)[C@H](O)CO (glucose), [OH-].[Na+] (sodium hydroxide), [OH-].[Na+] (sodium hydroxide). Run in liquid. Conditions: temperature 30 celsius, time 24 hour. The product is O[C@H](C)C=1C=C2C(=CN1)OC=C2 (5-(1-(R)-hydroxyethyl)furo[2,3-c]pyridine). Isolated yield 80.0%. As a reaction SMILES: O=C[C@@H]([C@H]([C@@H]([C@@H](CO)O)O)O)O.[OH-].[Na+].[C:15]([C:18]1[CH:19]=[C:20]2[CH:26]=[CH:25][O:24][C:21]2=[CH:22][N:23]=1)(=[O:17])[CH3:16]>>[OH:17][C@@H:15]([C:18]1[CH:19]=[C:20]2[CH:26]=[CH:25][O:24][C:21]2=[CH:22][N:23]=1)[CH3:16] |f:1.2|. Reported procedure: A liquid broth (45 ml) comprising 3 g of yeast extract, 6.5 g of diammonium hydrogen phosphate, 1 g of potassium dihydrogen-phosphate, 0.8 g of magnesium sulfate heptahydrate, 60 mg of zinc sulfate heptahydrate, 90 mg of iron sulfate heptahydrate, 5 mg of copper sulfate pentahydrate, 10 mg of manganese sulfate tetrahydrate and 100 mg of sodium chloride, per 900 milliliters, and one drop of Adekanol were placed in a 500-ml Sakaguchi flask and sterilized, 5 ml of a sterilized 40% aqueous solution ... Reactants: CC(=O)[C@H]1CC[C@@H]2[C@@]1(CC[C@H]3[C@H]2CCC4=CC(=O)CC[C@]34C)C (Progesterone), C1=CC=CC2=[NH+]C3=CC=CC=C3C=C12 (acridinium), CN1CCOCC1 (N-methylmorpholine), CN1CCOCC1 (N-methylmorpholine), C(C(C)C)OC(=O)Cl (isobutylchloroformate). Product: COC1=C(C(=CC(=C1)CN)OC)O (2,6-dimethoxy-4-aminomethylphenol). Procedure: Progesterone hemisuccinate (90 mg, 0.209 mmole) and N-methylmorpholine (22 μl, 209 mmole) were dissolved in anhydrous DMF (2 ml). The solution was chilled in dry ice/CCl4 bath and isobutylchloroformate (30 μl, 0.229 mmole) was added. After 2 minutes a solution of the acridinium (42) (101 mg, 0.143 mmole) in dimethylsulfoxide (2 ml) containing N-methylmorpholine (3.14 μl, 0.28 mmole) was added. Stirring was continued at -20° C. for 10 minutes and the cooling bath was removed. After stirring at ro... RXN SMILES: CC([C@@H]1[C@@]2(C)CC[C@@H]3[C@:21]4([CH3:22])[C:15](=[CH:16][C:17]([CH2:19][CH2:20]4)=[O:18])CC[C@H]3[C@@H]2CC1)=O.CN1C[CH2:29][O:28]CC1.C(O[C:36](Cl)=[O:37])C(C)C.C1C2C(=[NH+:44]C3C(C=2)=CC=CC=3)C=CC=1>CN(C=O)C.C(=O)=O.C(Cl)(Cl)(Cl)Cl.CS(C)=O>[CH3:36][O:37][C:16]1[CH:15]=[C:21]([CH2:22][NH2:44])[CH:20]=[C:19]([O:28][CH3:29])[C:17]=1[OH:18] |f:5.6|. Conditions: time 10 minute. Solvent: CS(=O)C (dimethylsulfoxide), C(=O)=O.C(Cl)(Cl)(Cl)Cl (dry ice CCl4), CN(C)C=O (DMF). The yield is 30.0%. Starting materials: light petroleum EtOAc, CC1(C(N(C2=CC(=C(C=C12)NC(C1=CC=C(C=C1)OC)=O)[N+](=O)[O-])CCC(C)C)=O)C (N-[3,3-dimethyl-1-(3-methyl-butyl)-6-nitro-2-oxo-2,3-dihydro-1H-indol-5-yl]-4-methoxy-benzamide). The reagents and catalysts are [Ni] (Raney-nickel). Yields the product COC1=CC=C(C=C1)C1=NC=2C(=CC=3C(C(N(C3C2)CCC(C)C)=O)(C)C)N1 (2-(4-methoxy-phenyl)-7,7-dimethyl-5-(3-methyl-butyl)-5,7-dihydro-1H-imidazo[4,5-f]indol-6-one). The yield is 81.0%. RXN SMILES: [CH3:1][C:2]1([CH3:31])[C:10]2[C:5](=[CH:6][C:7]([N+:22]([O-])=O)=[C:8]([NH:11][C:12](=O)[C:13]3[CH:18]=[CH:17][C:16]([O:19][CH3:20])=[CH:15][CH:14]=3)[CH:9]=2)[N:4]([CH2:25][CH2:26][CH:27]([CH3:29])[CH3:28])[C:3]1=[O:30]>[Ni]>[CH3:20][O:19][C:16]1[CH:17]=[CH:18][C:13]([C:12]2[NH:11][C:8]3=[CH:9][C:10]4[C:2]([CH3:1])([CH3:31])[C:3](=[O:30])[N:4]([CH2:25][CH2:26][CH:27]([CH3:28])[CH3:29])[C:5]=4[CH:6]=[C:7]3[N:22]=2)=[CH:14][CH:15]=1. Procedure details: 2-(4-Methoxy-phenyl)-7,7-dimethyl-5-(3-methyl-butyl)-5,7-dihydro-1H-imidazo[4,5-f]indol-6-one is prepared from N-[3,3-dimethyl-1-(3-methyl-butyl)-6-nitro-2-oxo-2,3-dihydro-1H-indol-5-yl]-4-methoxy-benzamide (167 mg) as described in Example 1b using Raney-nickel (25 mg). After aqueous work-up 2-(4-methoxy-phenyl)-7,7-dimethyl-5-(3-methyl-butyl)-5,7-dihydro-1H-imidazo[4,5-f]indol-6-one (120 mg) is obtained by flash chromatography on silica gel eluting with light petroleum/EtOAc (1:1). Reaction SMILES: [C:1]1([C:7]2([CH2:12][CH2:13][OH:14])[CH2:11][CH2:10][NH:9][CH2:8]2)[CH:6]=[CH:5][CH:4]=[CH:3][CH:2]=1.[CH3:15][O:16][C:17]1[CH:18]=[C:19]([CH:23]=[C:24]([OH:28])[C:25]=1[O:26][CH3:27])[C:20](O)=[O:21].O.ON1C2C=CC=CC=2N=N1.Cl.C(N=C=NCCCN(C)C)C>ClCCl.CO.ClCCl>[CH3:15][O:16][C:17]1[CH:18]=[C:19]([CH:23]=[C:24]([OH:28])[C:25]=1[O:26][CH3:27])[C:20]([N:9]1[CH2:10][CH2:11][C:7]([C:1]2[CH:2]=[CH:3][CH:4]=[CH:5][CH:6]=2)([CH2:12][CH2:13][OH:14])[CH2:8]1)=[O:21] |f:2.3,4.5,7.8|. Procedure: Combine 3-phenyl-3-(2-hydroxyethyl)pyrrolidine (0.50 g, 2.7 mmol) (prepared by extraction from (−)-3-phenyl-3-(2-hydroxyethyl)pyrrolidine (R,R)-di-p-anisoyltartaric acid salt) and dichloromethane (25 mL). Add 3,4-dimethoxy-5-hydroxybenzoic acid (0.55 g, 2.78 mmol), 1-hydroxybenzotriazole hydrate (0.4 g, 2.9 mmol) and 1-ethyl-3-(3-dimethylaminopropyl)carbodiimide hydrochloride (0.56 g, 2.9 mmol). After 18 hours, dilute the reaction mixture with dichloromethane and extract with saturated aqueous s... Reactants: C1(=CC=CC=C1)C1(CNCC1)CCO (3-phenyl-3-(2-hydroxyethyl)pyrrolidine), Cl.C(C)N=C=NCCCN(C)C (1-ethyl-3-(3-dimethylaminopropyl)carbodiimide hydrochloride), COC=1C=C(C(=O)O)C=C(C1OC)O (3,4-dimethoxy-5-hydroxybenzoic acid), O.ON1N=NC2=C1C=CC=C2 (1-hydroxybenzotriazole hydrate). The solvent is CO.ClCCl (methanol dichloromethane), ClCCl (dichloromethane), ClCCl (dichloromethane). Yields the product COC=1C=C(C(=O)N2CC(CC2)(CCO)C2=CC=CC=C2)C=C(C1OC)O (1-(3,4-dimethoxy-5-hydroxybenzoyl)-3-phenyl-3-(2-hydroxyethyl)pyrrolidine). Run at time 18 hour.